This data is from the Open Reaction Database (ORD), a public repository of structured organic reaction records. The task is: describe an organic reaction: reactants, conditions, products, and yield Solvent: O (water), C(C)(C)O (isopropyl alcohol). Procedure details: A mixture of methyl 3-(6-aminopyridazin-4-yl)benzoate (0.20 g, 0.87 mmol) and chloroacetaldehyde in water (0.3 mL, 50%) in isopropyl alcohol (3.0 mL) was stirred at 100° C. for 4 h. The solvent was removed and the residue was dissolved in ethyl acetate, washed with saturated NaHCO3, water and brine, dried over Na2SO4, filtered and concentrated under reduced pressure. The residue was purified by flash chromatography on a silica gel column with ethyl acetate in methylene chloride (0-30%) to afford... The product is N=1C=CN2N=CC(=CC21)C=2C=C(C(=O)OC)C=CC2 (methyl 3-imidazo[1,2-b]pyridazin-7-ylbenzoate). Reactants: NC1=CC(=CN=N1)C=1C=C(C(=O)OC)C=CC1 (methyl 3-(6-aminopyridazin-4-yl)benzoate), ClCC=O (chloroacetaldehyde). Conditions: temperature 100 celsius, time 4 hour. RXN SMILES: [NH2:1][C:2]1[N:7]=[N:6][CH:5]=[C:4]([C:8]2[CH:9]=[C:10]([CH:15]=[CH:16][CH:17]=2)[C:11]([O:13][CH3:14])=[O:12])[CH:3]=1.Cl[CH2:19][CH:20]=O>O.C(O)(C)C>[N:1]1[CH:19]=[CH:20][N:7]2[C:2]=1[CH:3]=[C:4]([C:8]1[CH:9]=[C:10]([CH:15]=[CH:16][CH:17]=1)[C:11]([O:13][CH3:14])=[O:12])[CH:5]=[N:6]2. Starting materials: CC(C)NC(=O)N1CC(O)C2C1CCN2C(=O)C(NC(=O)OCc1ccccc1)C(C)(C)C, CO. The product is CC(C)NC(=O)N1CC(O)C2C1CCN2C(=O)C(N)C(C)(C)C. As a reaction SMILES: [CH2:1]([O:2][C:3](=[O:4])[NH:10][CH:11]([C:12]([CH3:13])([CH3:14])[CH3:15])[C:16](=[O:17])[N:18]1[CH:19]2[CH:20]([CH2:21][CH2:22]1)[N:23]([C:27]([NH:28][CH:29]([CH3:30])[CH3:31])=[O:32])[CH2:24][CH:25]2[OH:26])[c:5]1[cH:6][cH:7][cH:8][cH:9][cH:33]1.[CH3:34][OH:35]>>[NH2:10][CH:11]([C:12]([CH3:13])([CH3:14])[CH3:15])[C:16](=[O:17])[N:18]1[CH:19]2[CH:20]([CH2:21][CH2:22]1)[N:23]([C:27]([NH:28][CH:29]([CH3:30])[CH3:31])=[O:32])[CH2:24][CH:25]2[OH:26]. Reactants: C=CCCCCCCCCCCCCCCCCCCCCC (tricosene), Cl (HCl). The product is CCCCCCCC\C=C/CCCCCCCCCCCCC (cis-9-tricosene). As a reaction SMILES: [CH2:1]=[CH:2][CH2:3][CH2:4][CH2:5][CH2:6][CH2:7][CH2:8][CH2:9][CH2:10][CH2:11][CH2:12][CH2:13][CH2:14][CH2:15][CH2:16][CH2:17][CH2:18][CH2:19][CH2:20][CH2:21][CH2:22][CH3:23].Cl>>[CH3:1][CH2:2][CH2:3][CH2:4][CH2:5][CH2:6][CH2:7][CH2:8]/[CH:9]=[CH:10]\[CH2:11][CH2:12][CH2:13][CH2:14][CH2:15][CH2:16][CH2:17][CH2:18][CH2:19][CH2:20][CH2:21][CH2:22][CH3:23]. Procedure details: Crude tricosene made by the process described in Example I was treated two different ways and distilled under vacuum in order to determine whether isomerization had occurred. The first treatment involved washing with equal volumes of water, and then drying over MgSO4 prior to distillation. This resulted in 30.7% cis and 43.4% trans. In the second treatment, 6.5 l of 4M HCl was added followed by phase separation. The organic phase was then washed with 3 l of saturated sodium bicarbonate solution ... Procedure: To a stirred mixture of 4.5 parts of 5-(1H-imidazol-1-ylmethyl)-1H-benzotriazol-1-ol and 94 parts of N,N-dimethylformamide was added portionwise 1 part of a sodium hydride dispersion 50%. Upon complete addition, stirring was continued till hydrogen evolution had ceased. 1.3 Parts of iodomethane were added at once and stirring was continued at room temperature. The N,N-dimethylformamide formamide layer was evaporated and the residue was taken up in water and a mixture of trichloromethane, methano... RXN SMILES: [N:1]1([CH2:6][C:7]2[CH:16]=[CH:15][C:10]3[N:11]([OH:14])[N:12]=[N:13][C:9]=3[CH:8]=2)[CH:5]=[CH:4][N:3]=[CH:2]1.[H-].[Na+].[H][H].I[CH3:22]>CN(C)C=O>[N:1]1([CH2:6][C:7]2[CH:16]=[CH:15][C:10]3[N:11]([O:14][CH3:22])[N:12]=[N:13][C:9]=3[CH:8]=2)[CH:5]=[CH:4][N:3]=[CH:2]1 |f:1.2|. Reactants: IC (iodomethane), N1(C=NC=C1)CC1=CC2=C(N(N=N2)O)C=C1 (5-(1H-imidazol-1-ylmethyl)-1H-benzotriazol-1-ol), [H][H] (hydrogen), [H-].[Na+] (sodium hydride). The yield is 64.3%. Run in CN(C=O)C (N,N-dimethylformamide). Yields the product N1(C=NC=C1)CC1=CC2=C(N(N=N2)OC)C=C1 (5-(1H-imidazol-1-ylmethyl)-1-methoxy-1H-benzotriazole). Starting materials: CC(C)=O, CNc1ccc(S(=O)(=O)N(C)c2ccccc2)cc1NC(=O)CCCl, Nc1cc[nH+]cc1. Product: CNc1ccc(S(=O)(=O)N(C)c2ccccc2)cc1NC(=O)CC[n+]1ccc(N)cc1, [Cl-]. Reaction SMILES: [CH3:33][C:34](=[O:35])[CH3:36].[Cl:1][CH2:2][CH2:3][C:4](=[O:5])[NH:6][c:7]1[c:8]([NH:24][CH3:25])[cH:9][cH:10][c:11]([S:13]([N:14]([c:15]2[cH:16][cH:17][cH:18][cH:19][cH:20]2)[CH3:21])(=[O:22])=[O:23])[cH:12]1.[NH2:26][c:27]1[cH:28][cH:29][nH+:30][cH:31][cH:32]1>>[CH2:2]([CH2:3][C:4](=[O:5])[NH:6][c:7]1[c:8]([NH:24][CH3:25])[cH:9][cH:10][c:11]([S:13]([N:14]([c:15]2[cH:16][cH:17][cH:18][cH:19][cH:20]2)[CH3:21])(=[O:22])=[O:23])[cH:12]1)[n+:30]1[cH:29][cH:28][c:27]([NH2:26])[cH:32][cH:31]1.[Cl-:1]. The reactants are BrC=1C=C2C(=C(C=NC2=CC1)C#N)N[C@@H]1CC[C@H](CC1)N(C)C (6-bromo-4-((trans-4-(dimethylamino)cyclohexyl)amino)quinoline-3-carbonitrile), ClC1=C(C(=CC(=C1)B1OC(C(O1)(C)C)(C)C)OC)O (2-chloro-6-methoxy-4-(4,4,5,5-tetramethyl-1,3,2-dioxaborolan-2-yl)phenol). The product is ClC=1C=C(C=C(C1O)OC)C=1C=C2C(=C(C=NC2=CC1)C#N)N[C@@H]1CC[C@H](CC1)N(C)C (6-(3-chloro-4-hydroxy-5-methoxyphenyl)-4-((trans-4-(dimethylamino)cyclohexyl)amino)quinoline-3-carbonitrile). The yield is 35.2%. Reaction SMILES: Br[C:2]1[CH:3]=[C:4]2[C:9](=[CH:10][CH:11]=1)[N:8]=[CH:7][C:6]([C:12]#[N:13])=[C:5]2[NH:14][C@H:15]1[CH2:20][CH2:19][C@H:18]([N:21]([CH3:23])[CH3:22])[CH2:17][CH2:16]1.[Cl:24][C:25]1[CH:30]=[C:29](B2OC(C)(C)C(C)(C)O2)[CH:28]=[C:27]([O:40][CH3:41])[C:26]=1[OH:42]>>[Cl:24][C:25]1[CH:30]=[C:29]([C:2]2[CH:3]=[C:4]3[C:9](=[CH:10][CH:11]=2)[N:8]=[CH:7][C:6]([C:12]#[N:13])=[C:5]3[NH:14][C@H:15]2[CH2:20][CH2:19][C@H:18]([N:21]([CH3:22])[CH3:23])[CH2:17][CH2:16]2)[CH:28]=[C:27]([O:40][CH3:41])[C:26]=1[OH:42]. Reported procedure: Following general procedure D, 6-bromo-4-((trans-4-(dimethylamino)cyclohexyl)amino)quinoline-3-carbonitrile (28 mg, 0.075 mmol) was reacted with 2-chloro-6-methoxy-4-(4,4,5,5-tetramethyl-1,3,2-dioxaborolan-2-yl)phenol (32 mg, 0.113 mmol) to afford the desired product (11.9 mg, 35%) as a yellow solid. 1H NMR (500 MHz, MeOD) δ 8.46-8.40 (m, 2H), 8.02 (dd, J=8.7, 1.9 Hz, 1H), 7.86 (d, J=8.7 Hz, 1H), 7.42 (d, J=2.0 Hz, 1H), 7.29 (d, J=2.0 Hz, 1H), 4.48-4.38 (m, 1H), 3.99 (s, 3H), 2.50-2.39 (m, 1H), ...